This data is from the Open Reaction Database (ORD), a public repository of structured organic reaction records. The task is: describe an organic reaction: reactants, conditions, products, and yield The reactants are C(C)(=O)N(C(=N)C1=CC=C(OC2=NC(=CC=C2NS(=O)(=O)C2=CC=C(C=C2)F)OC2=CC=C(C=C2)C(N(C(C)=O)O)=N)C=C1)O (2,6-bis-(4-(N-acetylhydroxycarbamimidoyl)-phenoxy)-3-(4-fluorobenzene-sulphonamido)-pyridine). The reagents and catalysts are [Pd] (Pd/C), [Pd] (Pd/C). Run in CO (methanol). Run at time 3 hour. The product is C(N)(=N)C1=CC=C(OC2=NC(=CC=C2NS(=O)(=O)C2=CC3=CC=CC=C3C=C2)OC2=CC=C(C=C2)C(N)=N)C=C1 (2,6-Bis-(4-carbamimidoyl-phenoxy)-3-(2-naphthyl-sulphonamido)-pyridine). As a reaction SMILES: C([N:4](O)[C:5]([C:7]1[CH:44]=[CH:43][C:10]([O:11][C:12]2[C:17]([NH:18][S:19]([C:22]3[CH:27]=[CH:26][C:25](F)=[CH:24][CH:23]=3)(=[O:21])=[O:20])=[CH:16][CH:15]=[C:14]([O:29][C:30]3[CH:35]=[CH:34][C:33]([C:36](=[NH:42])[N:37](O)C(=O)C)=[CH:32][CH:31]=3)[N:13]=2)=[CH:9][CH:8]=1)=[NH:6])(=O)C>CO.[Pd]>[C:5]([C:7]1[CH:44]=[CH:43][C:10]([O:11][C:12]2[C:17]([NH:18][S:19]([C:22]3[CH:27]=[CH:26][C:25]4[C:24](=[CH:5][CH:7]=[CH:8][CH:9]=4)[CH:23]=3)(=[O:21])=[O:20])=[CH:16][CH:15]=[C:14]([O:29][C:30]3[CH:35]=[CH:34][C:33]([C:36](=[NH:42])[NH2:37])=[CH:32][CH:31]=3)[N:13]=2)=[CH:9][CH:8]=1)(=[NH:6])[NH2:4]. Reported procedure: 10% Pd/C (0.1 g) was added under an atmosphere of nitrogen gas to 2,6-bis-(4-(N-acetylhydroxycarbamimidoyl)-phenoxy)-3-(4-fluorobenzene-sulphonamido)-pyridine 0.3 g (0.44 mmol) dissolved in 50 ml methanol. 30 mg of 10% Pd/C was added under nitrogen atmosphere and the reaction mixture was stirred under hydrogen pressure (balloon) at room temperature for 3 h. The reaction mixture was passed through celite, washed with methanol and concentrated under reduced pressure. The concentrate was purified u... Reactants: ClC1=CC(=C(C=C1NS(=O)(=O)CCl)NC(=O)N1[C@H](C[C@@H](C1)F)C(=O)O)F ((2R-trans)-1-[[[4-chloro-5-[[(chloromethyl)sulfonyl]amino]-2-fluorophenyl]amino]carbonyl]-4-fluoro-2-pyrrolidinecarboxylic acid), S(=O)(Cl)Cl (thionyl chloride), ice water. The reagents and catalysts are CN(C=O)C (N,N-dimethylformamide). Solvent: ClCCl (dichloromethane). Conditions: time 2.5 hour. Product: ClCS(=O)(=O)NC1=C(C=C(C(=C1)N1C(N2[C@@H](C1=O)C[C@@H](C2)F)=O)F)Cl ((6S-cis)-1-chloro-N-[2-chloro-4-fluoro-5-(6-fluorotetrahydro-1,3-dioxo-1H-pyrrolo[1,2-c]imidazol-2(3H)-yl)phenyl]methanesulfonamide). Isolated yield 84.7%. RXN SMILES: [Cl:1][C:2]1[C:7]([NH:8][S:9]([CH2:12][Cl:13])(=[O:11])=[O:10])=[CH:6][C:5]([NH:14][C:15]([N:17]2[CH2:21][C@@H:20]([F:22])[CH2:19][C@@H:18]2[C:23](O)=[O:24])=[O:16])=[C:4]([F:26])[CH:3]=1.S(Cl)(Cl)=O>ClCCl.CN(C)C=O>[Cl:13][CH2:12][S:9]([NH:8][C:7]1[CH:6]=[C:5]([N:14]2[C:23](=[O:24])[C@H:18]3[CH2:19][C@H:20]([F:22])[CH2:21][N:17]3[C:15]2=[O:16])[C:4]([F:26])=[CH:3][C:2]=1[Cl:1])(=[O:10])=[O:11]. Procedure details: Crude (2R-trans)-1-[[[4-chloro-5-[[(chloromethyl)sulfonyl]amino]-2-fluorophenyl]amino]carbonyl]-4-fluoro-2-pyrrolidinecarboxylic acid (173.43 g) was suspended in 550 mL of dichloromethane and 0.65 mL (0.61 g, 8.4 mmol) of N,N-dimethylformamide was added, followed by the dropwise addition of 58 mL (95 g, 0.80 mol) of thionyl chloride at room temperature, and stirring was continued at room temperature. After 2.5 hours, the mixture became homogeneous. After 22 hours, the mixture was poured into 500... Reactants: ClC=1C=C(C(=NC1Cl)OC)N1C(C=CC2=CC(=CC=C12)S(=O)(=O)NC1=NOC=C1)=O (1-(5,6-dichloro-2-methoxypyridin-3-yl)-N-(isoxazol-3-yl)-2-oxo-1,2-dihydroquinoline-6-sulfonamide), C1(CC1)B(O)O (cyclopropyl boronic acid), (1,1′-bis(diphenylphosphino)ferrocene)dichloropalladium(II). The solvent is CCOC(=O)C (EtOAc), CS(=O)C (DMSO). Run at temperature 50 celsius, time 12 hour. The product is ClC=1C=C(C(=NC1C1CC1)OC)N1C(C=CC2=CC(=CC=C12)S(=O)(=O)NC1=NOC=C1)=O (1-(5-chloro-6-cyclopropyl-2-methoxy-3-pyridinyl)-N-3-isoxazolyl-2-oxo-1,2-dihydro-6-quinolinesulfonamide). Yield: 42.1%. Reaction SMILES: [Cl:1][C:2]1[CH:3]=[C:4]([N:11]2[C:20]3[C:15](=[CH:16][C:17]([S:21]([NH:24][C:25]4[CH:29]=[CH:28][O:27][N:26]=4)(=[O:23])=[O:22])=[CH:18][CH:19]=3)[CH:14]=[CH:13][C:12]2=[O:30])[C:5]([O:9][CH3:10])=[N:6][C:7]=1Cl.[CH:31]1(B(O)O)[CH2:33][CH2:32]1>CCOC(C)=O.CS(C)=O>[Cl:1][C:2]1[CH:3]=[C:4]([N:11]2[C:20]3[C:15](=[CH:16][C:17]([S:21]([NH:24][C:25]4[CH:29]=[CH:28][O:27][N:26]=4)(=[O:22])=[O:23])=[CH:18][CH:19]=3)[CH:14]=[CH:13][C:12]2=[O:30])[C:5]([O:9][CH3:10])=[N:6][C:7]=1[CH:31]1[CH2:33][CH2:32]1. Reported procedure: A 20-mL vial was charged with 1-(5,6-dichloro-2-methoxypyridin-3-yl)-N-(isoxazol-3-yl)-2-oxo-1,2-dihydroquinoline-6-sulfonamide (200 mg, 0.428 mmol), cyclopropyl boronic acid (66.2 μl, 0.856 mmol), and (1,1′-bis(diphenylphosphino)ferrocene)dichloropalladium(II) (62.6 mg, 0.086 mmol) then purged with nitrogen. The reaction vessel was then sequentially charged with dioxane (3.2 mL) and an aqueous solution of sodium carbonate (1.1 mL, 1.9 M) via syringe. The vial was sealed with a PTFE line cap and...